This data is from the Open Reaction Database (ORD), a public repository of structured organic reaction records. The task is: describe an organic reaction: reactants, conditions, products, and yield Reactants: CCOC(=O)CBr, CCCS(=O)(=O)NCC(Nc1ccc(C#N)cc1)c1cc(OCC)c(OCC)cc1O, O=C([O-])O, CN(C)C=O, [K+]. Product: CCCS(=O)(=O)NCC(Nc1ccc(C#N)cc1)c1cc(OCC)c(OCC)cc1OCC(=O)OCC. As a reaction SMILES: [Br:37][CH2:38][C:39](=[O:40])[O:41][CH2:42][CH3:43].[C:1](#[N:2])[c:3]1[cH:4][cH:5][c:6]([NH:9][CH:10]([CH2:11][NH:12][S:13](=[O:14])(=[O:15])[CH2:16][CH2:17][CH3:18])[c:19]2[c:20]([OH:31])[cH:21][c:22]([O:28][CH2:29][CH3:30])[c:23]([O:25][CH2:26][CH3:27])[cH:24]2)[cH:7][cH:8]1.[C:32](=[O:33])([OH:34])[O-:35].[CH3:44][N:45]([CH3:46])[CH:47]=[O:48].[K+:36]>>[C:1](#[N:2])[c:3]1[cH:4][cH:5][c:6]([NH:9][CH:10]([CH2:11][NH:12][S:13](=[O:14])(=[O:15])[CH2:16][CH2:17][CH3:18])[c:19]2[c:20]([O:31][CH2:38][C:39](=[O:40])[O:41][CH2:42][CH3:43])[cH:21][c:22]([O:28][CH2:29][CH3:30])[c:23]([O:25][CH2:26][CH3:27])[cH:24]2)[cH:7][cH:8]1. Starting materials: CC(=O)Nc1nc(C)c(-c2ccc([N+](=O)[O-])cc2)s1, CCO, Cl. Yields the product Cc1nc(N)sc1-c1ccc([N+](=O)[O-])cc1. RXN SMILES: [CH3:1][c:2]1[n:3][c:4]([NH:16][C:17](=[O:18])[CH3:19])[s:5][c:6]1-[c:7]1[cH:8][cH:9][c:10]([N+:13](=[O:14])[O-:15])[cH:11][cH:12]1.[CH3:21][CH2:22][OH:23].[ClH:20]>>[CH3:1][c:2]1[n:3][c:4]([NH2:16])[s:5][c:6]1-[c:7]1[cH:8][cH:9][c:10]([N+:13](=[O:14])[O-:15])[cH:11][cH:12]1. Starting materials: CCOC(=O)C=P(c1ccccc1)(c1ccccc1)c1ccccc1, C1CCOC1, CC(C)(C#N)c1ncc(C=O)cc1Cl. Product: CCOC(=O)C=Cc1cnc(C(C)(C)C#N)c(Cl)c1. RXN SMILES: [C:15](=[O:16])([O:17][CH2:18][CH3:19])[CH:20]=[P:21]([c:22]1[cH:23][cH:24][cH:25][cH:26][cH:27]1)([c:28]1[cH:29][cH:30][cH:31][cH:32][cH:33]1)[c:34]1[cH:35][cH:36][cH:37][cH:38][cH:39]1.[CH2:40]1[O:41][CH2:42][CH2:43][CH2:44]1.[Cl:1][c:2]1[c:3]([C:10]([C:11]#[N:12])([CH3:13])[CH3:14])[n:4][cH:5][c:6]([CH:8]=[O:9])[cH:7]1>>[Cl:1][c:2]1[c:3]([C:10]([C:11]#[N:12])([CH3:13])[CH3:14])[n:4][cH:5][c:6]([CH:8]=[CH:20][C:15](=[O:16])[O:17][CH2:18][CH3:19])[cH:7]1. The reactants are OCCCBr, CN(C)C=O, CCOC(C)=O, CCN(C(C)C)C(C)C, O=C1c2ccccc2C(=O)N1O. Yields the product O=C1c2ccccc2C(=O)N1OCCCO. Reaction SMILES: [Br:22][CH2:23][CH2:24][CH2:25][OH:26].[CH3:27][N:28]([CH3:29])[CH:30]=[O:31].[CH3:32][CH2:33][O:34][C:35](=[O:36])[CH3:37].[CH:1]([N:2]([CH:3]([CH3:4])[CH3:5])[CH2:6][CH3:7])([CH3:8])[CH3:9].[OH:10][N:11]1[C:12](=[O:21])[c:13]2[c:14]([cH:17][cH:18][cH:19][cH:20]2)[C:15]1=[O:16]>>[O:10]([N:11]1[C:12](=[O:21])[c:13]2[c:14]([cH:17][cH:18][cH:19][cH:20]2)[C:15]1=[O:16])[CH2:23][CH2:24][CH2:25][OH:26]. Reactants: ClC(C(=O)O)Cl (dichloroacetic acid), OC1=C(C=CC(=C1)OC)C(=O)C1=C(C=CC=C1)O ((2-Hydroxy-4-methoxyphenyl)(2-hydroxyphenyl)methanone), ClC(C(=O)O)Cl (Dichloroacetic acid), C([O-])([O-])=O.[K+].[K+] (potassium carbonate), [I-].[K+] (potassium iodide). Run in O (water), CC(C)O (2-propanol). Run at time 48 hour. Yields the product COC=1C=CC2=C(OC(OC3=C(C2=O)C=CC=C3)C(=O)O)C1 (3-methoxy- 12H-dibenzo[d,g][1,3]dioxocin-12-one-6-carboxylic acid). RXN SMILES: [OH:1][C:2]1[CH:7]=[C:6]([O:8][CH3:9])[CH:5]=[CH:4][C:3]=1[C:10]([C:12]1[CH:17]=[CH:16][CH:15]=[CH:14][C:13]=1[OH:18])=[O:11].C(=O)([O-])[O-].[K+].[K+].[I-].[K+].Cl[CH:28](Cl)[C:29]([OH:31])=[O:30]>CC(O)C.O>[CH3:9][O:8][C:6]1[CH:5]=[CH:4][C:3]2[C:10](=[O:11])[C:12]3[CH:17]=[CH:16][CH:15]=[CH:14][C:13]=3[O:18][CH:28]([C:29]([OH:31])=[O:30])[O:1][C:2]=2[CH:7]=1 |f:1.2.3,4.5|. Procedure: (2-Hydroxy-4-methoxyphenyl)(2-hydroxyphenyl)methanone (16.1 g, 65.9 mmol), 36.5 g (258 mmol) of potassium carbonate, and 3.00 g (18 mmol) of potassium iodide were suspended in 250 ml of 2-propanol and heated with stirring. Dichloroacetic acid (6.00 ml, 72.6 mmol) was added slowly with a syringe and the mixture heated at reflux with stirring. After 48 hours another 5.00 ml of dichloroacetic acid was added and the reaction continued for another 48 hours. The mixture was then allowed to cool and wa... Reactants: NC=1C=C(C=CC1)O (3-aminophenol), C[O-].[Na+] (sodium methoxide), CN1C(CCC1)=O (N-methylpyrrolidone), ClC1=CC(=CC(=C1)Cl)Cl (1,3,5-trichlorobenzene), CO (methanol). Yields the product Cl.NC=1C=C(OC2=CC(=CC(=C2)Cl)OC2=CC(=CC=C2)N)C=CC1 (1,3-bis(3-aminophenoxy)-5-chlorobenzene hydrochloride). The yield is 85.0%. As a reaction SMILES: [NH2:1][C:2]1[CH:3]=[C:4]([OH:8])[CH:5]=[CH:6][CH:7]=1.[CH3:9][O-:10].[Na+].C[N:13]1[CH2:17][CH2:16][CH2:15][C:14]1=O.[Cl:19][C:20]1[CH:25]=[C:24](Cl)[CH:23]=[C:22]([Cl:27])[CH:21]=1.[CH3:28]O>>[ClH:19].[NH2:13][C:17]1[CH:28]=[C:9]([CH:14]=[CH:15][CH:16]=1)[O:10][C:24]1[CH:23]=[C:22]([Cl:27])[CH:21]=[C:20]([O:8][C:4]2[CH:5]=[CH:6][CH:7]=[C:2]([NH2:1])[CH:3]=2)[CH:25]=1 |f:1.2,6.7|. Procedure: 120 g (1.1 mol) of 3-aminophenol, 59.5 g (1.1 mol) of sodium methoxide and 500 ml of N-methylpyrrolidone were charged in the same apparatus as described in Example 1. The temperature of the content was raised under stirring while passing gaseous nitrogen through it. When the internal temperature reached 67° C., methanol began to be distilled away. The temperature was raised slowly while distilling away methanol. When the internal temperature reached 120° C., 91 g (0.5 mol) of 1,3,5-trichlorobenz... The reactants are CCOC(=O)CCN(C)C(=O)c1ccc(NC(c2oc3ccc(OCc4ccccc4)cc3c2C)C2CCCCC2)cc1, CCO, O=[Pt]. Yields the product CCOC(=O)CCN(C)C(=O)c1ccc(NC(c2oc3ccc(O)cc3c2C)C2CCCCC2)cc1. RXN SMILES: [CH2:1]([c:2]1[cH:3][cH:4][cH:5][cH:6][cH:7]1)[O:8][c:9]1[cH:10][cH:11][c:12]2[c:13]([c:14]([CH3:42])[c:15]([CH:17]([CH:18]3[CH2:19][CH2:20][CH2:21][CH2:22][CH2:23]3)[NH:24][c:25]3[cH:26][cH:27][c:28]([C:31](=[O:32])[N:33]([CH2:34][CH2:35][C:36](=[O:37])[O:38][CH2:39][CH3:40])[CH3:41])[cH:29][cH:30]3)[o:16]2)[cH:43]1.[CH3:44][CH2:45][OH:46].[Pt:47]=[O:48]>>[OH:8][c:9]1[cH:10][cH:11][c:12]2[c:13]([c:14]([CH3:42])[c:15]([CH:17]([CH:18]3[CH2:19][CH2:20][CH2:21][CH2:22][CH2:23]3)[NH:24][c:25]3[cH:26][cH:27][c:28]([C:31](=[O:32])[N:33]([CH2:34][CH2:35][C:36](=[O:37])[O:38][CH2:39][CH3:40])[CH3:41])[cH:29][cH:30]3)[o:16]2)[cH:43]1. Reactants: N1=CC=C(C=C1)NC(=O)C1=NC(=CN=C1N)Br (3-amino-6-bromo-pyrazine-2-carboxylic acid pyridin-4-ylamide), CC1(OB(OC1(C)C)C1=CC=C(S1)CN1CCCCC1)C (1-[5-(4,4,5,5-tetramethyl-[1,3,2]dioxaborolan-2-yl)-thiophen-2-ylmethyl]-piperidine). Yields the product N1=CC=C(C=C1)NC(=O)C1=NC(=CN=C1N)C=1SC(=CC1)CN1CCCCC1 (3-Amino-6-(5-piperidin-1-ylmethyl-thiophen-2-yl)-pyrazine-2-carboxylic acid pyridin-4-ylamide). RXN SMILES: [N:1]1[CH:6]=[CH:5][C:4]([NH:7][C:8]([C:10]2[C:15]([NH2:16])=[N:14][CH:13]=[C:12](Br)[N:11]=2)=[O:9])=[CH:3][CH:2]=1.CC1(C)C(C)(C)OB([C:26]2[S:30][C:29]([CH2:31][N:32]3[CH2:37][CH2:36][CH2:35][CH2:34][CH2:33]3)=[CH:28][CH:27]=2)O1>>[N:1]1[CH:6]=[CH:5][C:4]([NH:7][C:8]([C:10]2[C:15]([NH2:16])=[N:14][CH:13]=[C:12]([C:26]3[S:30][C:29]([CH2:31][N:32]4[CH2:37][CH2:36][CH2:35][CH2:34][CH2:33]4)=[CH:28][CH:27]=3)[N:11]=2)=[O:9])=[CH:3][CH:2]=1. Reported procedure: The reaction of 3-amino-6-bromo-pyrazine-2-carboxylic acid pyridin-4-ylamide (synthesis described for “A10”) with 1-[5-(4,4,5,5-tetramethyl-[1,3,2]dioxaborolan-2-yl)-thiophen-2-ylmethyl]-piperidine gives the compound “A13”; Reactants: N1(CCCC1)CCCO (3-pyrrolidin-1-yl-propan-1-ol), [N+](=O)([O-])C1=CC=C(C=C1)O (4-nitrophenol), FC1=CC=C(C=C1)[N+](=O)[O-] (1-fluoro-4-nitrobenzene). Product: N1(CCCC1)CCCOC1=CC=C(N)C=C1 (4-[3-(1-pyrrolidinyl)propoxy]aniline). As a reaction SMILES: [N:1]1([CH2:6][CH2:7][CH2:8][OH:9])[CH2:5][CH2:4][CH2:3][CH2:2]1.[N+:10]([C:13]1[CH:18]=[CH:17][C:16](O)=[CH:15][CH:14]=1)([O-])=O.FC1C=CC([N+]([O-])=O)=CC=1>>[N:1]1([CH2:6][CH2:7][CH2:8][O:9][C:16]2[CH:17]=[CH:18][C:13]([NH2:10])=[CH:14][CH:15]=2)[CH2:5][CH2:4][CH2:3][CH2:2]1. Procedure details: The target compound was obtained by the method according to Example 18, using 3-pyrrolidin-1-yl-propan-1-ol, and 4-nitrophenol or 1-fluoro-4-nitrobenzene as starting materials. The reactants are F[B-](F)(F)F, COC(=O)CC1CCC(OC)C1, CCN(C(C)C)C(C)C, ClCCl, Cl, Cl, Cl, [Na+], O=C([O-])O, CN(C)C(On1nnc2ccccc21)=[N+](C)C, NC1CCC(CCN2CCN(c3nccc4occc34)CC2)CC1. Yields the product COC1CCC(CC(=O)NC2CCC(CCN3CCN(c4nccc5occc45)CC3)CC2)C1. As a reaction SMILES: [B-:49]([F:50])([F:51])([F:52])[F:53].[CH3:1][O:2][C:3]([CH2:4][CH:5]1[CH2:6][CH:7]([O:10][CH3:11])[CH2:8][CH2:9]1)=[O:12].[CH:40]([N:41]([CH2:42][CH3:43])[CH:44]([CH3:45])[CH3:46])([CH3:47])[CH3:48].[Cl:76][CH2:77][Cl:78].[ClH:13].[ClH:14].[ClH:15].[Na+:75].[O-:71][C:72]([OH:73])=[O:74].[n:54]1([O:55][C:56]([N:57]([CH3:58])[CH3:59])=[N+:60]([CH3:61])[CH3:62])[c:63]2[cH:64][cH:65][cH:66][cH:67][c:68]2[n:69][n:70]1.[o:16]1[cH:17][cH:18][c:19]2[c:20]([N:25]3[CH2:26][CH2:27][N:28]([CH2:31][CH2:32][CH:33]4[CH2:34][CH2:35][CH:36]([NH2:39])[CH2:37][CH2:38]4)[CH2:29][CH2:30]3)[n:21][cH:22][cH:23][c:24]12>>[C:3]([CH2:4][CH:5]1[CH2:6][CH:7]([O:10][CH3:11])[CH2:8][CH2:9]1)(=[O:12])[NH:39][CH:36]1[CH2:35][CH2:34][CH:33]([CH2:32][CH2:31][N:28]2[CH2:27][CH2:26][N:25]([c:20]3[c:19]4[cH:18][cH:17][o:16][c:24]4[cH:23][cH:22][n:21]3)[CH2:30][CH2:29]2)[CH2:38][CH2:37]1.